This data is from the Open Reaction Database (ORD), a public repository of structured organic reaction records. The task is: describe an organic reaction: reactants, conditions, products, and yield The reactants are O=C(CBr)c1ccc(F)cc1, O=C([O-])[O-], CN(C)C=O, CCOC(C)=O, [K+], [K+], CCCc1c(Cc2ccc(-c3ccccc3C#N)cc2)c(=O)[nH]c2ncnn12. The product is CCCc1c(Cc2ccc(-c3ccccc3C#N)cc2)c(=O)n(CC(=O)c2ccc(F)cc2)c2ncnn12. Reaction SMILES: [Br:29][CH2:30][C:31](=[O:32])[c:33]1[cH:34][cH:35][c:36]([F:39])[cH:37][cH:38]1.[C:40](=[O:41])([O-:42])[O-:43].[CH3:46][N:47]([CH3:48])[CH:49]=[O:50].[CH3:51][CH2:52][O:53][C:54](=[O:55])[CH3:56].[K+:44].[K+:45].[O:1]=[c:2]1[nH:3][c:4]2[n:5]([c:6]([CH2:23][CH2:24][CH3:25])[c:7]1[CH2:8][c:9]1[cH:10][cH:11][c:12](-[c:15]3[c:16]([C:21]#[N:22])[cH:17][cH:18][cH:19][cH:20]3)[cH:13][cH:14]1)[n:26][cH:27][n:28]2>>[O:1]=[c:2]1[n:3]([CH2:30][C:31](=[O:32])[c:33]2[cH:34][cH:35][c:36]([F:39])[cH:37][cH:38]2)[c:4]2[n:5]([c:6]([CH2:23][CH2:24][CH3:25])[c:7]1[CH2:8][c:9]1[cH:10][cH:11][c:12](-[c:15]3[c:16]([C:21]#[N:22])[cH:17][cH:18][cH:19][cH:20]3)[cH:13][cH:14]1)[n:26][cH:27][n:28]2. Starting materials: C(C)(C)(C)OC(CN1C=C(C2=CC(=CC=C12)OC)C1NS(C2=C1C=CC=C2)(=O)=O)=O ([3-(1,1-Dioxo-2,3-dihydro-1H-1λ6-benzo[d]isothiazol-3-yl)-5-methoxy-indol-1-yl]-acetic acid tert-butyl ester), BrCCC1=CC=CC=C1 (2-bromoethylbenzene). The product is O=S1(N(C(C2=C1C=CC=C2)C2=CN(C1=CC=C(C=C21)OC)CC(=O)O)CCC2=CC=CC=C2)=O ([3-(1,1-Dioxo-2-phenethyl-2,3-dihydro-1H-1λ6-benzo[d]isothiazol-3-yl)-5-methoxy-indol-1-yl]-acetic acid). RXN SMILES: C([O:5][C:6](=[O:30])[CH2:7][N:8]1[C:16]2[C:11](=[CH:12][C:13]([O:17][CH3:18])=[CH:14][CH:15]=2)[C:10]([CH:19]2[C:23]3[CH:24]=[CH:25][CH:26]=[CH:27][C:22]=3[S:21](=[O:29])(=[O:28])[NH:20]2)=[CH:9]1)(C)(C)C.Br[CH2:32][CH2:33][C:34]1[CH:39]=[CH:38][CH:37]=[CH:36][CH:35]=1>>[O:28]=[S:21]1(=[O:29])[C:22]2[CH:27]=[CH:26][CH:25]=[CH:24][C:23]=2[CH:19]([C:10]2[C:11]3[C:16](=[CH:15][CH:14]=[C:13]([O:17][CH3:18])[CH:12]=3)[N:8]([CH2:7][C:6]([OH:5])=[O:30])[CH:9]=2)[N:20]1[CH2:32][CH2:33][C:34]1[CH:39]=[CH:38][CH:37]=[CH:36][CH:35]=1. Procedure details: The title compound was prepared by the method described for example 14 using the product from example 4, step c) and 2-bromoethylbenzene. 1H NMR (DMSO-d6) 13.03 (bs, 1H), 7.98 (d, J=8.7 Hz, 1H), 7.65-7.60 (m, 2H), 7.50 (s, 1H), 7.29 (d, J=9.0 Hz, 1H), 7.25-7.13 (m, 4H), 7.09 (d, J=8.1 Hz, 2H), 6.74 (dd, J=2.4, 9.0 Hz, 1H), 6.54 (d, J=2.4 Hz, 1H), 5.95 (s, 1H), 5.00 (s, 2H), 3.51 (s, 3H), 3.42 (ddd, J=6.3, 10.2, 15.9 Hz, 1H), 3.14 (ddd, J=5.7, 9.9, 15.0 Hz, 1H), 3.00-2.70 (m, 2H); MS: ESI (negati... Starting materials: Cl.C(C1=CC=CC=C1)N(CCCl)C (N-benzyl-N-(2-chloroethyl)methylamine hydrochloride), CC1(OC2=CC(=CC=C2C(=C1)C1=CC2=CC=CC=C2C=C1)O)C (2,2-dimethyl-4-(2-naphthyl)-2H-chromen-7-ol), CC1(OC2=CC(=CC=C2C(C1)C1=CC=C(C=C1)C(F)(F)F)OCCN(C)C)C (2,2-dimethyl-7-(2-dimethylaminoethoxy)-4-(4-trifluoromethylphenyl)chroman). Product: C(C1=CC=CC=C1)N(C)CCOC1=CC=C2C(=CC(OC2=C1)(C)C)C1=CC2=CC=CC=C2C=C1 (7-[2-(N-benzyl-N-methylamino)ethoxy]-2,2-dimethyl-4-(2-naphthyl)-2H-chromene). Isolated yield 49.0%. As a reaction SMILES: Cl.[CH2:2]([N:9]([CH3:13])[CH2:10][CH2:11]Cl)[C:3]1[CH:8]=[CH:7][CH:6]=[CH:5][CH:4]=1.[CH3:14][C:15]1([CH3:36])[CH:24]=[C:23]([C:25]2[CH:34]=[CH:33][C:32]3[C:27](=[CH:28][CH:29]=[CH:30][CH:31]=3)[CH:26]=2)[C:22]2[C:17](=[CH:18][C:19]([OH:35])=[CH:20][CH:21]=2)[O:16]1.CC1(C)CC(C2C=CC(C(F)(F)F)=CC=2)C2C(=CC(OCCN(C)C)=CC=2)O1>>[CH2:2]([N:9]([CH2:10][CH2:11][O:35][C:19]1[CH:18]=[C:17]2[C:22]([C:23]([C:25]3[CH:34]=[CH:33][C:32]4[C:27](=[CH:28][CH:29]=[CH:30][CH:31]=4)[CH:26]=3)=[CH:24][C:15]([CH3:36])([CH3:14])[O:16]2)=[CH:21][CH:20]=1)[CH3:13])[C:3]1[CH:8]=[CH:7][CH:6]=[CH:5][CH:4]=1 |f:0.1|. Reported procedure: Reaction of N-benzyl-N-(2-chloroethyl)methylamine hydrochloride with 2,2-dimethyl-4-(2-naphthyl)-2H-chromen-7-ol by an analogous method to that described in Preparation 18 (c) gave the title compound (49%) as a colourless oil, The hydrochloride salt had m.p. 112°-115° C decomposed. Reaction SMILES: [C:1]([O:4][C@@H:5]1[C@@H:14]([O:15][C:16](=[O:18])[CH3:17])[C@@H:13]([O:19][C:20](=[O:22])[CH3:21])[C@@H:12]([CH2:23][O:24][C:25](=[O:27])[CH3:26])[O:11][C@H:6]1[O:7][CH2:8][CH2:9]Br)(=[O:3])[CH3:2].[OH-].[K+].C(Cl)(Cl)Cl.CO.O.C(OC(=O)C)(=O)C.N1C=CC=CC=1>CO.[Pd]>[C:1]([O:4][C@@H:5]1[C@@H:14]([O:15][C:16](=[O:18])[CH3:17])[C@@H:13]([O:19][C:20](=[O:22])[CH3:21])[C@@H:12]([CH2:23][O:24][C:25](=[O:27])[CH3:26])[O:11][C@H:6]1[O:7][CH2:8][CH3:9])(=[O:3])[CH3:2] |f:1.2,3.4.5,6.7|. Starting materials: [OH-].[K+] (potassium hydroxide), C(C)(=O)OC(C)=O.N1=CC=CC=C1 (acetic anhydride pyridine), C(C)(=O)O[C@H]1[C@H](OCCBr)O[C@@H]([C@@H]([C@@H]1OC(C)=O)OC(C)=O)COC(C)=O (2-Bromoethyl 2,3,4,6-tetra-O-acetyl-β-D-galactopyranoside), C(Cl)(Cl)Cl.CO.O (chloroform methanol water). Run in CO (methanol). Procedure details: 2-Bromoethyl 2,3,4,6-tetra-O-acetyl-β-D-galactopyranoside (1) (98 mg; 0.22 mmol) was dissolved in methanol (5 ml) and aqueous potassium hydroxide (0.3M, 5 ml) and hydrogenated (Pd/C 10%; 47 mg) at atmospheric pressure for 3 h. The reaction mixture (pH 6) was filtered and evaporated to give a residue that was pure by TLC (SiO2, chloroform/methanol/water 65:35:10, lower phase). The residue was acetylated (acetic anhydride/pyridine 1:1; 60°; 1.5 h) and the reaction mixture was cooled, filtered and ... The reagents and catalysts are [Pd] (Pd/C). Product: C(C)(=O)O[C@H]1[C@H](OCC)O[C@@H]([C@@H]([C@@H]1OC(C)=O)OC(C)=O)COC(C)=O (Ethyl 2,3,4,6-tetra-O-acetyl-β-D-galactopyranoside).